Dataset: the Open Reaction Database (ORD), a public repository of structured organic reaction records. Task: describe an organic reaction: reactants, conditions, products, and yield Reactants: OS(=O)(=O)O (H2SO4), C(C=1C(O)=CC=CC1)(=O)O (salicylic acid), CO (MeOH), O (H2O). The product is OC1=C(C(=O)OC)C=CC=C1 (methyl 2-hydroxybenzoate). Yield: 98.0%. Reaction SMILES: OS(O)(=O)=O.[C:6]([OH:15])(=[O:14])[C:7]1[C:8](=[CH:10][CH:11]=[CH:12][CH:13]=1)[OH:9].O.[CH3:17]O>>[OH:9][C:8]1[CH:10]=[CH:11][CH:12]=[CH:13][C:7]=1[C:6]([O:15][CH3:17])=[O:14]. Reported procedure: H2SO4 (4.0 mL, 74.63 mmol) was added to a solution of salicylic acid (5.0 g, 36.20 mmol) in MeOH (60 mL). The reaction mixture was refluxed for 20 h, allowed to reach r.t., poured into H2O (100 mL) and extracted with CH2Cl2 (120 mL). The organic layer was dried over Na2SO4 (anhydrous), filtered and concentrated. The crude residue was flash chromatographed on SiO2 (5% EtOAc/hexanes) to furnish 5.44 g of methyl 2-hydroxybenzoate (colourless oil, yield: 98%). Starting materials: CCO, N#Cc1cc([N+](=O)[O-])ccc1Cl, [H][H]. Yields the product N#Cc1cc(N)ccc1Cl. As a reaction SMILES: [CH3:15][CH2:16][OH:17].[Cl:1][c:2]1[c:3]([C:4]#[N:5])[cH:6][c:7]([N+:10]([O-:11])=[O:12])[cH:8][cH:9]1.[H:13][H:14]>>[Cl:1][c:2]1[c:3]([C:4]#[N:5])[cH:6][c:7]([NH2:10])[cH:8][cH:9]1. Starting materials: CN1CCOCC1 (4-Methylmorpholine), OC(C)(C)C1=CC=C(CN)C=C1 (4-(1-Hydroxy-1-methyl-ethyl)-benzyl amine), ClC=1C=NC(=C(C(=O)O)C1)OC1=CC=C(C=C1)F (5-Chloro-2-(4-fluoro-phenoxy)-nicotinic acid), ClC(=O)OCC(C)C (Isobutyl chloroformate). Run in ClCCl (dichloromethane), O (water). Reaction conditions: time 15 minute. The product is ClC=1C=NC(=C(C(=O)NCC2=CC=C(C=C2)C(C)(C)O)C1)OC1=CC=C(C=C1)F (5-Chloro-2-(4-fluoro-phenoxy)-N-[4-(1-hydroxy-1-methyl-ethyl)-benzyl]-nicotinamide). The yield is 75.8%. As a reaction SMILES: [Cl:1][C:2]1[CH:3]=[N:4][C:5]([O:11][C:12]2[CH:17]=[CH:16][C:15]([F:18])=[CH:14][CH:13]=2)=[C:6]([CH:10]=1)[C:7]([OH:9])=O.CN1CCOCC1.ClC(OCC(C)C)=O.[OH:34][C:35]([C:38]1[CH:45]=[CH:44][C:41]([CH2:42][NH2:43])=[CH:40][CH:39]=1)([CH3:37])[CH3:36]>ClCCl.O>[Cl:1][C:2]1[CH:3]=[N:4][C:5]([O:11][C:12]2[CH:17]=[CH:16][C:15]([F:18])=[CH:14][CH:13]=2)=[C:6]([CH:10]=1)[C:7]([NH:43][CH2:42][C:41]1[CH:44]=[CH:45][C:38]([C:35]([OH:34])([CH3:36])[CH3:37])=[CH:39][CH:40]=1)=[O:9]. Procedure: 5-Chloro-2-(4-fluoro-phenoxy)-nicotinic acid (1.37 g) was dissolved in anhydrous dichloromethane (15 mL). 4-Methylmorpholine (0.80 mL) was added and the solution cooled in a dry ice/acetone bath. Isobutyl chloroformate (0.85 mL) was added and the solution stirred for 15 minutes. 4-(1-Hydroxy-1-methyl-ethyl)-benzyl amine (0.946 g) was added and the solution warmed to ambient temperature overnight. The solution was then poured into a separatory funnel and water (15 mL) was added. The solution was ... Starting materials: C(C)(C)(C)OC(=O)NC[C@@H]1CN(CC1)CCCCN (4-((3R)-3-tert-Butoxycarbonylaminomethylpyrrolidin-1-yl)butylamine), C12(CC3CC(CC(C1)C3)C2)C(=O)Cl (1-adamantanecarbonyl chloride), NC1=CC(=C(C(=O)O)C=C1Cl)OC (4-amino-5-chloro-2-methoxybenzoic acid). Product: C12(CC3CC(CC(C1)C3)C2)C(=O)NCCCCN2C[C@H](CC2)CNC(C2=C(C=C(C(=C2)Cl)N)OC)=O (N-((3R)-1-(4-(1-adamantanecarbonylamino)butyl)pyrrolidin-3-ylmethyl)-4-amino-5-chloro-2-methoxybenzamide). As a reaction SMILES: C(O[C:6]([NH:8][CH2:9][C@H:10]1[CH2:14][CH2:13][N:12]([CH2:15][CH2:16][CH2:17][CH2:18][NH2:19])[CH2:11]1)=[O:7])(C)(C)C.[C:20]12([C:30](Cl)=[O:31])[CH2:29][CH:24]3[CH2:25][CH:26]([CH2:28][CH:22]([CH2:23]3)[CH2:21]1)[CH2:27]2.[NH2:33][C:34]1[C:42]([Cl:43])=[CH:41][C:37](C(O)=O)=[C:36]([O:44][CH3:45])[CH:35]=1>>[C:20]12([C:30]([NH:19][CH2:18][CH2:17][CH2:16][CH2:15][N:12]3[CH2:13][CH2:14][C@H:10]([CH2:9][NH:8][C:6](=[O:7])[C:37]4[CH:41]=[C:42]([Cl:43])[C:34]([NH2:33])=[CH:35][C:36]=4[O:44][CH3:45])[CH2:11]3)=[O:31])[CH2:29][CH:24]3[CH2:25][CH:26]([CH2:28][CH:22]([CH2:23]3)[CH2:21]1)[CH2:27]2. Reported procedure: 4-((3R)-3-tert-Butoxycarbonylaminomethylpyrrolidin-1-yl)butylamine (1.20 g) as starting compound was reacted and treated in the same manner as in Example 1 using 1-adamantanecarbonyl chloride (0.98 g) and 4-amino-5-chloro-2-methoxybenzoic acid (0.85 g) to give N-((3R)-1-(4-(1-adamantanecarbonylamino)butyl)pyrrolidin-3-ylmethyl)-4-amino-5-chloro-2-methoxybenzamide. Starting materials: C(C)O (ethanol), FC1=C(C=CC(=C1)I)NC1=C(C(=O)NN)C=CN=C1 (3-(2-Fluoro-4-iodo-phenylamino)-isonicotinic acid hydrazide), C(Cl)Cl (DCM), IC (Iodomethane). Reaction conditions: time 8 hour. The product is FC1=C(C=CC(=C1)I)NC=1C=NC=CC1C=1OC(=NN1)NCCN1CCOCC1 ((2-Fluoro-4-iodo-phenyl)-{4-[5-(2-morpholin-4-yl-ethylamino)-[1,3,4]oxadiazol-2-yl]-pyridin-3-yl}-amine). As a reaction SMILES: [F:1][C:2]1[CH:7]=[C:6]([I:8])[CH:5]=[CH:4][C:3]=1[NH:9][C:10]1[CH:19]=[N:18][CH:17]=[CH:16][C:11]=1[C:12]([NH:14][NH2:15])=[O:13].C(Cl)Cl.IC.[CH2:25]([OH:27])[CH3:26]>>[F:1][C:2]1[CH:7]=[C:6]([I:8])[CH:5]=[CH:4][C:3]=1[NH:9][C:10]1[CH:19]=[N:18][CH:17]=[CH:16][C:11]=1[C:12]1[O:13][C:17]([NH:18][CH2:19][CH2:10][N:9]2[CH2:3][CH2:2][O:27][CH2:25][CH2:26]2)=[N:15][N:14]=1. Procedure details: To a solution of 3-(2-Fluoro-4-iodo-phenylamino)-isonicotinic acid hydrazide (500 mg; 1.34 mmol; 1 eq) in DCM (5 mL) 4-(3-Isothiocyanato-ethyll)-morpholine (255 mg; 1.61 mmol; 1.2 eq) was added. The reaction mixture was refluxed for 4 hrs under argon. A yellow solid precipitated out, which was filtered to afford an intermediate that was suspended in ethanol (5 mL). Iodomethane (190 mg; 1.34 mmol; 1.0 eq) was then added and the reaction mixture was stirred overnight at RT. It was then heated to 8... Starting materials: C(C)(C)(C)C1=NC=C(C=O)C=C1 (6-tert-Butylnicotinaldehyde), [BH4-].[Na+] (NaBH4). The solvent is CCO (EtOH). Conditions: time 1 hour. Product: C(C)(C)(C)C1=CC=C(C=N1)CO ((6-tert-Butylpyridin-3-yl)methanol). Isolated yield 84.9%. Reaction SMILES: [C:1]([C:5]1[CH:12]=[CH:11][C:8]([CH:9]=[O:10])=[CH:7][N:6]=1)([CH3:4])([CH3:3])[CH3:2].[BH4-].[Na+]>CCO>[C:1]([C:5]1[N:6]=[CH:7][C:8]([CH2:9][OH:10])=[CH:11][CH:12]=1)([CH3:4])([CH3:2])[CH3:3] |f:1.2|. Procedure: 6-tert-Butylnicotinaldehyde (363.0 mg, 2.22 mmol) was dissolved in EtOH (20 ml). NaBH4 (193.5 mg, 5.12 mmol) was added. The mixture was stirred at r.t. for 1.0 h. The solvent was removed under reduced pressure. The residue was suspended in aqueous Na2CO3 and the product extracted with EtOAc. The combined organic extracts were dried (MgSO4), filtered and concentrated yielding 311.5 mg the title compound as a colourless oil (85%). Starting materials: BrC1=C2CN(C(C2=CC=C1)=O)C(C(=O)OC(C)(C)C)CCC(N)=O (tert-butyl 2-(4-bromo-1-oxoisoindolin-2-yl)-4-carbamoylbutanoate), CN(C)C=O (DMF), CCOC(=O)C (EtOAc), C(=O)(O)[O-].[Na+] (NaHCO3). The reagents and catalysts are [Zn] (zinc), C=1C=CC(=CC1)/C=C/C(=O)/C=C/C2=CC=CC=C2.C=1C=CC(=CC1)/C=C/C(=O)/C=C/C2=CC=CC=C2.C=1C=CC(=CC1)/C=C/C(=O)/C=C/C2=CC=CC=C2.[Pd].[Pd] (tris(dibenzylideneacetone)dipalladium), C1(=CC=CC=C1)P([C-]1C=CC=C1)C1=CC=CC=C1.[C-]1(C=CC=C1)P(C1=CC=CC=C1)C1=CC=CC=C1.[Fe+2] (1,1′-bis(diphenylphosphino)ferrocene). Run at temperature 120 celsius. Yields the product C(#N)C1=C2CN(C(C2=CC=C1)=O)C(C(=O)OC(C)(C)C)CCC(N)=O (tert-butyl 2-(4-cyano-1-oxoisoindolin-2-yl)-4-carbamoylbutanoate). The yield is 74.0%. RXN SMILES: Br[C:2]1[CH:10]=[CH:9][CH:8]=[C:7]2[C:3]=1[CH2:4][N:5]([CH:12]([CH2:20][CH2:21][C:22](=[O:24])[NH2:23])[C:13]([O:15][C:16]([CH3:19])([CH3:18])[CH3:17])=[O:14])[C:6]2=[O:11].CCOC(C)=O.C([O-])(O)=O.[Na+].[CH3:36][N:37](C=O)C>[Zn].C1C=CC(/C=C/C(/C=C/C2C=CC=CC=2)=O)=CC=1.C1C=CC(/C=C/C(/C=C/C2C=CC=CC=2)=O)=CC=1.C1C=CC(/C=C/C(/C=C/C2C=CC=CC=2)=O)=CC=1.[Pd].[Pd].C1(P(C2C=CC=CC=2)[C-]2C=CC=C2)C=CC=CC=1.[C-]1(P(C2C=CC=CC=2)C2C=CC=CC=2)C=CC=C1.[Fe+2]>[C:36]([C:2]1[CH:10]=[CH:9][CH:8]=[C:7]2[C:3]=1[CH2:4][N:5]([CH:12]([CH2:20][CH2:21][C:22](=[O:24])[NH2:23])[C:13]([O:15][C:16]([CH3:19])([CH3:18])[CH3:17])=[O:14])[C:6]2=[O:11])#[N:37] |f:2.3,6.7.8.9.10,11.12.13|. Procedure details: A mixture of tert-butyl 2-(4-bromo-1-oxoisoindolin-2-yl)-4-carbamoylbutanoate (1.2 g, 3.02 mmol), zinc cyamide (0.21 g, 1.81 mmol), tris(dibenzylideneacetone)dipalladium (0.06 g, 0.06 mmol), 1,1′-bis(diphenylphosphino)ferrocene (0.067 g, 0.12 mmol) in deoxygenated DMF (15 mL) was heated to 120° C. under N2 for 6 hours. The mixture was cooled to room temperature and poured into EtOAc (100 mL) and sat. NaHCO3 (40 mL). The EtOAc solution was washed with water (2×40 mL), brine (40 mL), and dried (Mg... Starting materials: FC=1C=CC(=C(C(=O)O)C1)I (5-fluoro-2-iodo-benzoic acid), [OH-].[K+] (potassium hydroxide), C1(=CC=CC=C1)S (thiophenol). The reagents and catalysts are [Cu] (copper). The solvent is O (water). Run at time 15 minute. Yields the product FC=1C=C(C(=O)O)C(=CC1)SC1=CC=CC=C1 (3-fluoro-6-(phenylthio)-benzoic acid). RXN SMILES: [OH-].[K+].[C:3]1([SH:9])[CH:8]=[CH:7][CH:6]=[CH:5][CH:4]=1.[F:10][C:11]1[CH:12]=[CH:13][C:14](I)=[C:15]([CH:19]=1)[C:16]([OH:18])=[O:17]>O.[Cu]>[F:10][C:11]1[CH:19]=[C:15]([C:14]([S:9][C:3]2[CH:8]=[CH:7][CH:6]=[CH:5][CH:4]=2)=[CH:13][CH:12]=1)[C:16]([OH:18])=[O:17] |f:0.1|. Procedure: A solution of 150 g of potassium hydroxide in 850 ml of water is treated with 47.5 ml of thiophenol at 55° C under a nitrogen atmosphere. The mixture is stirred for 15 minutes and subsequently treated with 1.9 g of copper powder and 207 g of 5-fluoro-2-iodo-benzoic acid. The mixture is heated under reflux for 7 hours, filtered while hot, cooled and acidified with concentrated hydrochloric acid. The precipitated product is filtered off, washed with water and dried. There is obtained 3-fluoro-6-(p... Starting materials: C(C)(C)(C)OC(N(C)C)N(C)C (Tert-butoxybis(dimethylamino)methane), C(C)(C)(C)OC(=O)N[C@@]1([C@@H]2[C@H]([C@@H]2C(C1)=O)C(=O)OC(C)(C)C)C(=O)OC(C)(C)C (di-tert-butyl(1S,2S,5R,6R)-2-[(tert-butoxycarbonyl)amino]-4-oxobicyclo[3.1.0]hexane-2,6-dicarboxylate). Solvent: C1(=CC=CC=C1)C (toluene), C(C)(C)(C)OC (methyl tert-butyl ether), CCCCCC (hexane). Run at temperature 80 celsius, time 8 hour. The product is C(C)(C)(C)OC(=O)N[C@@]1([C@@H]2[C@H]([C@@H]2C(C1=CN(C)C)=O)C(=O)OC(C)(C)C)C(=O)OC(C)(C)C (Ditert-butyl (1S,2R,5R,6R)-2-(tert-butoxycarbonylamino)-3-(dimethylaminomethylene)-4-oxo-bicyclo[3.1.0]hexane-2,6-dicarboxylate). Isolated yield 91.1%. As a reaction SMILES: C(O[CH:6](N(C)C)[N:7]([CH3:9])[CH3:8])(C)(C)C.[C:13]([O:17][C:18]([NH:20][C@@:21]1([C:35]([O:37][C:38]([CH3:41])([CH3:40])[CH3:39])=[O:36])[CH2:26][C:25](=[O:27])[C@@H:24]2[C@H:22]1[C@H:23]2[C:28]([O:30][C:31]([CH3:34])([CH3:33])[CH3:32])=[O:29])=[O:19])([CH3:16])([CH3:15])[CH3:14]>C1(C)C=CC=CC=1.C(OC)(C)(C)C.CCCCCC>[C:13]([O:17][C:18]([NH:20][C@@:21]1([C:35]([O:37][C:38]([CH3:41])([CH3:40])[CH3:39])=[O:36])[C:26](=[CH:6][N:7]([CH3:9])[CH3:8])[C:25](=[O:27])[C@@H:24]2[C@H:22]1[C@H:23]2[C:28]([O:30][C:31]([CH3:32])([CH3:34])[CH3:33])=[O:29])=[O:19])([CH3:16])([CH3:14])[CH3:15]. Procedure: Tert-butoxybis(dimethylamino)methane (481.1 ml, 2.33 mol) is added to a suspension of di-tert-butyl(1S,2S,5R,6R)-2-[(tert-butoxycarbonyl)amino]-4-oxobicyclo[3.1.0]hexane-2,6-dicarboxylate (600 g, 1.46 mol) in dry toluene (3.6 L) at room temperature under nitrogen. The mixture is heated at 80° C. for 3 hour and 45 minutes, then cooled to room temperature and stirred overnight. The reaction volume is reduced in vacuo, diluted with methyl tert-butyl ether (1.8 L) and hexane (1.8 L), and stirred for...